Dataset: the Open Reaction Database (ORD), a public repository of structured organic reaction records. Task: describe an organic reaction: reactants, conditions, products, and yield The reactants are C=CC1=CC=CC=C1 (styrene), O=O (oxygen), hexamethyl phosphotriamide, MoO5 HMPT. Solvent: ClCCCl (1,2-dichloroethane). Run at temperature 40 celsius. Yields the product C(C1=CC=CC=C1)=O (benzaldehyde), C1(=CC=CC=C1)CC=O (alpha-tolualdehyde). As a reaction SMILES: [CH2:1]=[CH:2][C:3]1[CH:8]=[CH:7][CH:6]=[CH:5][CH:4]=1.[O:9]=O>ClCCCl>[CH:2](=[O:9])[C:3]1[CH:8]=[CH:7][CH:6]=[CH:5][CH:4]=1.[C:3]1([CH2:2][CH:1]=[O:9])[CH:8]=[CH:7][CH:6]=[CH:5][CH:4]=1. Procedure: 1.98 millimoles styrene were added to a solution of 5.34 millimoles active oxygen in the form of the complex of hexamethyl phosphotriamide of oxodiperoxomolybdenum (MoO5 -HMPT) in 50 ml 1,2-dichloroethane, the mixture was then maintained at 40° C. for 4.5 hours whereupon the reaction products were anlysed by gas chromatography. 0.35 millimoles benzaldehyde and 0.08 millimoles alpha-tolualdehyde were obtained. The degree of conversion with respect to the olefin consumed was 43%. The results are g... The reactants are ClC=1C=CC2=C(NC(CC(C2=O)=CN(C)C)=O)C1 (8-chloro-4-dimethylaminomethylene-3,4-dihydro-1H-benzo[b]azepine-2,5-dione), [N+](=O)(O)[O-].CC=1C=C(C=C(C1)C)NC(=N)N (N-(3,5-dimethyl-phenyl)-guanidine nitrate). The product is ClC=1C=CC2=C(NC(CC3=C2N=C(N=C3)NC3=CC(=CC(=C3)C)C)=O)C1 (9-Chloro-2-(3,5-dimethyl-phenylamino)-5H,7H-benzo[b]pyrimido[4,5-d]azepin-6-one). Reaction SMILES: [Cl:1][C:2]1[CH:3]=[CH:4][C:5]2[C:11](=O)[C:10](=[CH:13]N(C)C)[CH2:9][C:8](=[O:17])[NH:7][C:6]=2[CH:18]=1.[N+]([O-])(O)=O.[CH3:23][C:24]1[CH:25]=[C:26]([NH:31][C:32]([NH2:34])=[NH:33])[CH:27]=[C:28]([CH3:30])[CH:29]=1>>[Cl:1][C:2]1[CH:3]=[CH:4][C:5]2[C:11]3[N:33]=[C:32]([NH:31][C:26]4[CH:25]=[C:24]([CH3:23])[CH:29]=[C:28]([CH3:30])[CH:27]=4)[N:34]=[CH:13][C:10]=3[CH2:9][C:8](=[O:17])[NH:7][C:6]=2[CH:18]=1 |f:1.2|. Procedure details: In a manner similar to that described for method I, 8-chloro-4-dimethylaminomethylene-3,4-dihydro-1H-benzo[b]azepine-2,5-dione (v-j) and N-(3,5-dimethyl-phenyl)-guanidine nitrate were converted to I-35 (71%): HRMS Calcd. for C20H17ClNO4: 365.1169, Found 365.1190. Reactants: [OH-].[Na+] (NaOH), Cl (HCl), COC1=CC=CC(=N1)C1=C(SC=C1)C=O (3-(6-methoxypyridin-2-yl)thiophene-2-carbaldehyde), CC(=O)C (acetone), [OH-].[Na+] (NaOH). Run in O (H2O). Reaction conditions: temperature 0 celsius, time 8 hour. Product: COC1=CC=CC(=N1)C1=C(SC=C1)/C=C/C(C)=O ((E)-4-(3-(6-methoxypyridin-2-yl)thiophen-2-yl)but-3-en-2-one). Yield: 65.4%. Reaction SMILES: [CH3:1][O:2][C:3]1[N:8]=[C:7]([C:9]2[CH:13]=[CH:12][S:11][C:10]=2[CH:14]=O)[CH:6]=[CH:5][CH:4]=1.[CH3:16][C:17]([CH3:19])=[O:18].[OH-].[Na+].Cl>O>[CH3:1][O:2][C:3]1[N:8]=[C:7]([C:9]2[CH:13]=[CH:12][S:11][C:10]=2/[CH:14]=[CH:16]/[C:17](=[O:18])[CH3:19])[CH:6]=[CH:5][CH:4]=1 |f:2.3|. Procedure details: To a 500 mL recovery flask was added 3-(6-methoxypyridin-2-yl)thiophene-2-carbaldehyde (30C, 6.2 g, 28.3 mmol, 1.0 eq.), acetone (16.6 mL, 226 mmol, 8.0 eq.), and H2O (130 mL). Upon cooling to 0° C. in an ice bath, aqueous NaOH (5N, 6.2 mL, 31.1 mmol, 1.1 eq.) was added. The reaction mixture was stirred overnight while warming to room temperature. LC/MS monitoring showed the reaction to be ˜60% complete, so additional aqueous NaOH (5N, 1 mL, 5.0 mmol, 0.18 eq.) was added. After stirring for an a... Yields the product COc1ccc2ccc(=O)n(CCN3CCC(NC(=O)OC(C)(C)C)CC3)c2n1. Starting materials: CC(=O)O[BH-](OC(C)=O)OC(C)=O, O=C([O-])O, C=CCn1c(=O)ccc2ccc(OC)nc21, CO, ClCCl, ClCCl, [O-][I+3]([O-])([O-])[O-], CC(C)(C)OC(=O)NC1CCNCC1, [Na+], [Na+], [Na+], C1COCCO1, O, O. As a reaction SMILES: [C:37]([O:38][BH-:39]([O:40][C:41](=[O:42])[CH3:43])[O:44][C:45](=[O:46])[CH3:47])(=[O:48])[CH3:49].[C:51](=[O:52])([OH:53])[O-:54].[CH3:1][O:2][c:3]1[cH:4][cH:5][c:6]2[cH:7][cH:8][c:9](=[O:16])[n:10]([CH2:13][CH:14]=[CH2:15])[c:11]2[n:12]1.[CH3:63][OH:64].[Cl:65][CH2:66][Cl:67].[Cl:68][CH2:69][Cl:70].[I+3:17]([O-:18])([O-:19])([O-:20])[O-:21].[NH:23]1[CH2:24][CH2:25][CH:26]([NH:29][C:30]([O:31][C:32]([CH3:33])([CH3:34])[CH3:35])=[O:36])[CH2:27][CH2:28]1.[Na+:22].[Na+:50].[Na+:55].[O:57]1[CH2:58][CH2:59][O:60][CH2:61][CH2:62]1.[OH2:56].[OH2:71]>>[CH3:1][O:2][c:3]1[cH:4][cH:5][c:6]2[cH:7][cH:8][c:9](=[O:16])[n:10]([CH2:13][CH2:14][N:23]3[CH2:24][CH2:25][CH:26]([NH:29][C:30]([O:31][C:32]([CH3:33])([CH3:34])[CH3:35])=[O:36])[CH2:27][CH2:28]3)[c:11]2[n:12]1. Starting materials: [Al+3], O=C(OCc1ccccc1)C1CCCN1Cc1ccccc1, C1CCOC1, [H-], [H-], [H-], [H-], [Li+]. Yields the product OCC1CCCN1Cc1ccccc1. RXN SMILES: [Al+3:24].[CH2:1]([c:2]1[cH:3][cH:4][cH:5][cH:6][cH:7]1)[N:8]1[CH:9]([C:10](=[O:11])[O:12][CH2:13][c:14]2[cH:15][cH:16][cH:17][cH:18][cH:19]2)[CH2:20][CH2:21][CH2:22]1.[CH2:29]1[O:30][CH2:31][CH2:32][CH2:33]1.[H-:23].[H-:26].[H-:27].[H-:28].[Li+:25]>>[CH2:1]([c:2]1[cH:3][cH:4][cH:5][cH:6][cH:7]1)[N:8]1[CH:9]([CH2:10][OH:11])[CH2:20][CH2:21][CH2:22]1. Reactants: COC(=O)N1CC[C@@H]2[C@](CCC[C@H]12)(C#CC=1C=C(C=CC1)C)O ((3aS,4R,7aS)-4-hydroxy-4-m-tolylethynyl-octahydro-indole-1-carboxylic acid methyl ester), COCCOCC(=O)O ((2-methoxy-ethoxy)-acetic acid). Product: COC(=O)N1CC[C@H]2[C@@](CCC[C@@H]12)(C#CC=1C=C(C=CC1)C)OC(COCCOC)=O ((3aR,4S,7aR)-4-[2-(2-methoxy-ethoxy)-acetoxy]-4-m-tolylethynyl-octahydro-indole-1-carboxylic acid methyl ester). Reaction SMILES: [CH3:1][O:2][C:3]([N:5]1[C@@H:13]2[C@@H:8]([C@@:9]([OH:23])([C:14]#[C:15][C:16]3[CH:17]=[C:18]([CH3:22])[CH:19]=[CH:20][CH:21]=3)[CH2:10][CH2:11][CH2:12]2)[CH2:7][CH2:6]1)=[O:4].[CH3:24][O:25][CH2:26][CH2:27][O:28][CH2:29][C:30](O)=[O:31]>>[CH3:1][O:2][C:3]([N:5]1[C@H:13]2[C@H:8]([C@:9]([O:23][C:30](=[O:31])[CH2:29][O:28][CH2:27][CH2:26][O:25][CH3:24])([C:14]#[C:15][C:16]3[CH:17]=[C:18]([CH3:22])[CH:19]=[CH:20][CH:21]=3)[CH2:10][CH2:11][CH2:12]2)[CH2:7][CH2:6]1)=[O:4]. Reported procedure: Synthesis in analogy to the General Method 1 starting from (3aS,4R,7aS)-4-hydroxy-4-m-tolylethynyl-octahydro-indole-1-carboxylic acid methyl ester and (2-methoxy-ethoxy)-acetic acid to yield (3aR,4S,7aR)-4-[2-(2-methoxy-ethoxy)-acetoxy]-4-m-tolylethynyl-octahydro-indole-1-carboxylic acid methyl ester. MS [M+H] 430; RT=7.850 min; HPLC Method I Reaction SMILES: Cl[CH2:2][C:3]([N:5]1[CH2:10][CH2:9][CH:8]([O:11][C:12]2[CH:13]=[N:14][C:15]([N:18]3[C:26]4[C:21](=[CH:22][C:23]([S:27]([CH3:30])(=[O:29])=[O:28])=[CH:24][CH:25]=4)[CH:20]=[CH:19]3)=[CH:16][CH:17]=2)[CH2:7][CH2:6]1)=[O:4].[NH:31]1[CH2:36][CH2:35][O:34][CH2:33][CH2:32]1>>[CH3:30][S:27]([C:23]1[CH:22]=[C:21]2[C:26](=[CH:25][CH:24]=1)[N:18]([C:15]1[N:14]=[CH:13][C:12]([O:11][CH:8]3[CH2:9][CH2:10][N:5]([C:3](=[O:4])[CH2:2][N:31]4[CH2:36][CH2:35][O:34][CH2:33][CH2:32]4)[CH2:6][CH2:7]3)=[CH:17][CH:16]=1)[CH:19]=[CH:20]2)(=[O:28])=[O:29]. The product is CS(=O)(=O)C=1C=C2C=CN(C2=CC1)C1=CC=C(C=N1)OC1CCN(CC1)C(CN1CCOCC1)=O (1-(4-((6-(5-(Methylsulfonyl)-1H-indol-1-yl)pyridin-3-yl)oxy)-piperidin-1-yl)-2-morpholinoethanone). Reactants: ClCC(=O)N1CCC(CC1)OC=1C=NC(=CC1)N1C=CC2=CC(=CC=C12)S(=O)(=O)C (2-chloro-1-(4-((6-(5-(methylsulfonyl)-1H-indol-1-yl)pyridin-3-yl)oxy)piperidin-1-yl)ethanone), N1CCOCC1 (morpholine). Procedure: The title compound was prepared by following the similar procedure as described in Example-196 using 2-chloro-1-(4-((6-(5-(methylsulfonyl)-1H-indol-1-yl)pyridin-3-yl)oxy)piperidin-1-yl)ethanone and morpholine. (0.050 g, 56.18%). Yields the product COc1ccccc1-c1cccc(C(C)=Nc2c(C(C)C)cccc2C(C)C)c1. RXN SMILES: [Br:1][c:2]1[cH:3][c:4]([C:8]([CH3:9])=[N:10][c:11]2[c:12]([CH:20]([CH3:21])[CH3:22])[cH:13][cH:14][cH:15][c:16]2[CH:17]([CH3:18])[CH3:19])[cH:5][cH:6][cH:7]1.[Br:28][c:29]1[c:30]([O:35][CH3:36])[cH:31][cH:32][cH:33][cH:34]1.[CH2:38]1[O:39][CH2:40][CH2:41][CH2:42]1.[CH3:23][CH2:24][CH2:25][CH2:26][Li:27].[OH2:37]>>[c:2]1(-[c:29]2[c:30]([O:35][CH3:36])[cH:31][cH:32][cH:33][cH:34]2)[cH:3][c:4]([C:8]([CH3:9])=[N:10][c:11]2[c:12]([CH:20]([CH3:21])[CH3:22])[cH:13][cH:14][cH:15][c:16]2[CH:17]([CH3:18])[CH3:19])[cH:5][cH:6][cH:7]1. Reactants: CC(=Nc1c(C(C)C)cccc1C(C)C)c1cccc(Br)c1, COc1ccccc1Br, C1CCOC1, [Li]CCCC, O. Starting materials: C(C)(=O)N[C@@H](CC(=O)O)C(=O)O (N-Acetyl-L-aspartic acid), C(C)(=O)OC(C)=O (acetic anhydride). Reaction conditions: temperature 80 celsius, time 4 hour. Product: C(C)(=O)N[C@H]1CC(=O)OC1=O (N-acetyl-L-aspartic anhydride). Isolated yield 88.5%. Reaction SMILES: [C:1]([NH:4][C@H:5]([C:10]([OH:12])=[O:11])[CH2:6][C:7]([OH:9])=O)(=[O:3])[CH3:2].C(OC(=O)C)(=O)C>>[C:1]([NH:4][C@@H:5]1[C:10](=[O:11])[O:12][C:7](=[O:9])[CH2:6]1)(=[O:3])[CH3:2]. Procedure details: A stirred suspension of N-Acetyl-L-aspartic acid (35.0 g, 199.9 mmol) in acetic anhydride (100 mL, 1.06 mol) was heated to 80° C. for ˜1 h until all the solid material had dissolved. The heating bath was removed, and the reaction mixture was stirred 4 h at ambient temperature. The product was collected by filtration and washed with tert-butyl methyl ether to afford N-acetyl-L-aspartic anhydride (27.8 g, 88%) as white crystals, [α]D−49.0° (c=2.5, Ac2O).